From a dataset of the Open Reaction Database (ORD), a public repository of structured organic reaction records. describe an organic reaction: reactants, conditions, products, and yield The reactants are N1N=CN=C1 (1,2,4-triazole), P(=O)(Cl)(Cl)Cl (phosphorousoxychloride), N1(C(=O)NC(=O)C=C1)C1(O)C[C@@H](OCP(=O)(OC(C)C)OC(C)C)CO1 (1-(uracil-1-yl)-2-deoxy-3-O-(diisopropylphosphonomethyl)-L-threofuranose). Run in N1=CC=CC=C1 (pyridine). Reaction conditions: time 10 minute. Yields the product O=C[C@@H](O)[C@H](O)CO.N1(C(=O)N=C(N)C=C1)C1(O)C[C@@H](OCP(=O)(OC(C)C)OC(C)C)CO1 (1-(cytosin-1-yl)-2-deoxy-3-O-(diisopropylphosphonomethyl)-L-threofuranose threose). Yield: 145.0%. Reaction SMILES: [NH:1]1C=NC=N1.P(Cl)(Cl)(Cl)=[O:7].[N:11]1([C:19]2([O:36][CH2:35][C@H:22]([O:23][CH2:24][P:25]([O:31][CH:32]([CH3:34])[CH3:33])([O:27][CH:28]([CH3:30])[CH3:29])=[O:26])[CH2:21]2)[OH:20])[CH:18]=[CH:17][C:15](=O)[NH:14][C:12]1=[O:13]>N1C=CC=CC=1>[O:36]=[CH:35][C@H:22]([C@@H:21]([CH2:19][OH:20])[OH:7])[OH:23].[N:11]1([C:19]2([O:36][CH2:35][C@H:22]([O:23][CH2:24][P:25]([O:27][CH:28]([CH3:30])[CH3:29])([O:31][CH:32]([CH3:34])[CH3:33])=[O:26])[CH2:21]2)[OH:20])[CH:18]=[CH:17][C:15]([NH2:1])=[N:14][C:12]1=[O:13] |f:4.5|. Procedure details: To the solution of 1,2,4-triazole (662 mg, 9.6 mmol) in 15 mL pyridine was added phosphorousoxychloride (223 μL, 2.4 mmol) at room temperature. The mixture was stirred for 10 minutes. Then the solution of 21 (289 mg, 0.80 mmol) was added to the mixture. The reaction mixture was stirred for 4 hours. Then ammonia gas was bubbled in to the reaction mixture for 1-3 hours and the reaction mixture was concentrated in vacuo. The residue was purified by column chromatography (CH2Cl2:MeOH=12:1) to give c...